Dataset: the Open Reaction Database (ORD), a public repository of structured organic reaction records. Task: describe an organic reaction: reactants, conditions, products, and yield Reactants: C(C)(C)(C)OC(=O)N1CCC(CC1)N (4-amino-piperidine-1-carboxylic acid tert-butyl ester), BrC=1C=CC(=NC1)[N+](=O)[O-] (5-bromo-2-nitro-pyridine), C1(=CC=CC=C1)P(C1=C(C2=CC=CC=C2C=C1)C1=C(C=CC2=CC=CC=C12)P(C1=CC=CC=C1)C1=CC=CC=C1)C1=CC=CC=C1 (2,2′-bis(diphenylphosphino)-1,1′-binaphthyl), CC(C)([O-])C.[Na+] (sodium tert-butoxide). The reagents and catalysts are C=1C=CC(=CC1)/C=C/C(=O)/C=C/C2=CC=CC=C2.C=1C=CC(=CC1)/C=C/C(=O)/C=C/C2=CC=CC=C2.C=1C=CC(=CC1)/C=C/C(=O)/C=C/C2=CC=CC=C2.[Pd].[Pd] (Tris(dibenzylideneacetone)dipalladium). Solvent: C1(=CC=CC=C1)C (toluene). The product is C(C)(C)(C)OC(=O)N1CCC(CC1)NC=1C=NC(=CC1)[N+](=O)[O-] (4-(6-nitro-pyridin-3-ylamino)-piperidine-1-carboxylic acid tert-butyl ester). As a reaction SMILES: [C:1]([O:5][C:6]([N:8]1[CH2:13][CH2:12][CH:11]([NH2:14])[CH2:10][CH2:9]1)=[O:7])([CH3:4])([CH3:3])[CH3:2].Br[C:16]1[CH:17]=[CH:18][C:19]([N+:22]([O-:24])=[O:23])=[N:20][CH:21]=1.C1(P(C2C=CC=CC=2)C2C=CC3C(=CC=CC=3)C=2C2C3C(=CC=CC=3)C=CC=2P(C2C=CC=CC=2)C2C=CC=CC=2)C=CC=CC=1.CC(C)([O-])C.[Na+]>C1(C)C=CC=CC=1.C1C=CC(/C=C/C(/C=C/C2C=CC=CC=2)=O)=CC=1.C1C=CC(/C=C/C(/C=C/C2C=CC=CC=2)=O)=CC=1.C1C=CC(/C=C/C(/C=C/C2C=CC=CC=2)=O)=CC=1.[Pd].[Pd]>[C:1]([O:5][C:6]([N:8]1[CH2:13][CH2:12][CH:11]([NH:14][C:16]2[CH:21]=[N:20][C:19]([N+:22]([O-:24])=[O:23])=[CH:18][CH:17]=2)[CH2:10][CH2:9]1)=[O:7])([CH3:4])([CH3:2])[CH3:3] |f:3.4,6.7.8.9.10|. Procedure: A mixture of 4-amino-piperidine-1-carboxylic acid tert-butyl ester (500 mg; 2.5 mmol), 5-bromo-2-nitro-pyridine (406 mg; 2.0 mmol), Tris(dibenzylideneacetone)dipalladium (36 mg; 0.04 mmol), 2,2′-bis(diphenylphosphino)-1,1′-binaphthyl (75 mg; 0.12 mmol), and sodium tert-butoxide (280 mg; 3.00 mmol) is suspended in toluene (5 mL) and is irradiated in a mono-mode microwave oven for 30 minutes at 120° C. The mixture is then concentrated under reduced pressure and the crude residue is purified by col... Reactants: CO, [H][H], [Pd], COC(Cc1ccc(C#CCOc2ccc(-c3ccccc3)cc2)cc1)C(=O)O. Yields the product COC(Cc1ccc(CCCOc2ccc(-c3ccccc3)cc2)cc1)C(=O)O. As a reaction SMILES: [CH3:32][OH:33].[H:30][H:31].[Pd:34].[c:1]1(-[c:24]2[cH:25][cH:26][cH:27][cH:28][cH:29]2)[cH:2][cH:3][c:4]([O:7][CH2:8][C:9]#[C:10][c:11]2[cH:12][cH:13][c:14]([CH2:17][CH:18]([C:19](=[O:20])[OH:21])[O:22][CH3:23])[cH:15][cH:16]2)[cH:5][cH:6]1>>[c:1]1(-[c:24]2[cH:25][cH:26][cH:27][cH:28][cH:29]2)[cH:2][cH:3][c:4]([O:7][CH2:8][CH2:9][CH2:10][c:11]2[cH:12][cH:13][c:14]([CH2:17][CH:18]([C:19](=[O:20])[OH:21])[O:22][CH3:23])[cH:15][cH:16]2)[cH:5][cH:6]1. The reactants are C(C)(C)(C)OC(\C=C\C1=NC=C(C=C1)C=O)=O ((E)-3-(5-formyl-pyridin-2-yl)-acrylic acid tert-butyl ester), [OH-].[K+] (KOH), C[C@@H]1CN(C[C@@H](N1C)C)C=1C=C(C=CC1)C(C)=O (1-[3-((3R,5S)-3,4,5-trimethyl-piperazin-1-yl)-phenyl]-ethanone). The solvent is CCO (EtOH). Run at temperature 0 celsius, time 6 hour. Yields the product O=C(/C=C/C=1C=CC(=NC1)/C=C/C(=O)O)C1=CC(=CC=C1)N1C[C@H](N([C@H](C1)C)C)C ((E)-3-(5-{(E)-3-oxo-3-[3-((3R,5S)-3,4,5-trimethyl-piperazin-1-yl)-phenyl]-propenyl}-pyridin-2-yl)-acrylic acid). Yield: 96.9%. As a reaction SMILES: C([O:5][C:6](=[O:17])/[CH:7]=[CH:8]/[C:9]1[CH:14]=[CH:13][C:12]([CH:15]=O)=[CH:11][N:10]=1)(C)(C)C.[OH-].[K+].[CH3:20][C@H:21]1[N:26]([CH3:27])[C@@H:25]([CH3:28])[CH2:24][N:23]([C:29]2[CH:30]=[C:31]([C:35](=[O:37])[CH3:36])[CH:32]=[CH:33][CH:34]=2)[CH2:22]1>CCO>[O:37]=[C:35]([C:31]1[CH:32]=[CH:33][CH:34]=[C:29]([N:23]2[CH2:22][C@H:21]([CH3:20])[N:26]([CH3:27])[C@H:25]([CH3:28])[CH2:24]2)[CH:30]=1)/[CH:36]=[CH:15]/[C:12]1[CH:13]=[CH:14][C:9](/[CH:8]=[CH:7]/[C:6]([OH:5])=[O:17])=[N:10][CH:11]=1 |f:1.2|. Reported procedure: A mixture of (E)-3-(5-formyl-pyridin-2-yl)-acrylic acid tert-butyl ester (described in Example 11 STEP A-D, 168 mg, 0.718 mmol), 1.7 M KOH (0.674 ml) and 1-[3-((3R,5S)-3,4,5-trimethyl-piperazin-1-yl)-phenyl]-ethanone (described in Preparation 8, 188 mg, 0.764 mmol) in EtOH (7 ml) was stirred at 0° C. for 6 h. The resulting precipitate was filtered off and dissolved in DCM (5 ml) and TFA (1 ml). The mixture was stirred at room temperature for 4 h and then the solvent was removed in vacuo to give ...